This data is from the Open Reaction Database (ORD), a public repository of structured organic reaction records. The task is: describe an organic reaction: reactants, conditions, products, and yield Starting materials: CC(=O)OC(C)=O, N#Cc1cccc(N)c1, c1ccncc1. Product: CC(=O)Nc1cccc(C#N)c1. As a reaction SMILES: [CH3:10][C:11](=[O:12])[O:13][C:14](=[O:15])[CH3:16].[NH2:1][c:2]1[cH:3][c:4]([C:5]#[N:6])[cH:7][cH:8][cH:9]1.[cH:17]1[cH:18][cH:19][n:20][cH:21][cH:22]1>>[NH:1]([c:2]1[cH:3][c:4]([C:5]#[N:6])[cH:7][cH:8][cH:9]1)[C:11]([CH3:10])=[O:12].